From a dataset of the Open Reaction Database (ORD), a public repository of structured organic reaction records. describe an organic reaction: reactants, conditions, products, and yield Starting materials: C(#N)C1=CC=C2C(=C(C(C(C2=C1)(C)C)=O)C(=O)NCC(=O)OC(C)(C)C)O (1,1-Dimethylethyl N-((7-cyano-4-hydroxy-1,1-dimethyl-2-oxo-naphthalene-3-yl)carbonyl)glycinate), C(=O)(C(F)(F)F)O (TFA). Run in O (Water). The product is C(#N)C1=CC=C2C(=C(C(C(C2=C1)(C)C)=O)C(=O)NCC(=O)O)O (N-((7-Cyano-4-hydroxy-1,1-dimethyl-2-oxo-naphthalen-3-yl)carbonyl)glycine). The yield is 91.1%. Reaction SMILES: [C:1]([C:3]1[CH:12]=[C:11]2[C:6]([C:7]([OH:27])=[C:8]([C:16]([NH:18][CH2:19][C:20]([O:22]C(C)(C)C)=[O:21])=[O:17])[C:9](=[O:15])[C:10]2([CH3:14])[CH3:13])=[CH:5][CH:4]=1)#[N:2].C(O)(C(F)(F)F)=O>O>[C:1]([C:3]1[CH:12]=[C:11]2[C:6]([C:7]([OH:27])=[C:8]([C:16]([NH:18][CH2:19][C:20]([OH:22])=[O:21])=[O:17])[C:9](=[O:15])[C:10]2([CH3:14])[CH3:13])=[CH:5][CH:4]=1)#[N:2]. Reported procedure: 1,1-Dimethylethyl N-((7-cyano-4-hydroxy-1,1-dimethyl-2-oxo-naphthalene-3-yl)carbonyl)glycinate (163 mg, 440 μmol) was stirred in TFA (1 mL, 13462 μmol) at room temperature for 20 minutes. Water was added. The resulting precipitate was filtered and washed with water to give the desired product as an off-white solid (126 mg). MS (m/e)=315.1 (M+H)+. Calculated for C16H14N2O5 314.09. The reactants are CNC, ClCCl, O=CC1CCCN1c1ccc([N+](=O)[O-])cc1F. Product: CN(C)CC1CCCN1c1ccc([N+](=O)[O-])cc1F. As a reaction SMILES: [CH3:18][NH:19][CH3:20].[Cl:21][CH2:22][Cl:23].[F:1][c:2]1[c:3]([N:11]2[CH:12]([CH:16]=[O:17])[CH2:13][CH2:14][CH2:15]2)[cH:4][cH:5][c:6]([N+:8](=[O:9])[O-:10])[cH:7]1>>[F:1][c:2]1[c:3]([N:11]2[CH:12]([CH2:16][N:19]([CH3:18])[CH3:20])[CH2:13][CH2:14][CH2:15]2)[cH:4][cH:5][c:6]([N+:8](=[O:9])[O-:10])[cH:7]1. As a reaction SMILES: [CH2:9]1[CH2:10][CH2:11][NH:12][CH2:13][CH2:14]1.[Cl:1][c:2]1[n:3][cH:4][n:5][c:6]([Cl:8])[cH:7]1.[OH2:15]>>[c:2]1([N:12]2[CH2:11][CH2:10][CH2:9][CH2:14][CH2:13]2)[n:3][cH:4][n:5][c:6]([Cl:8])[cH:7]1. The product is Clc1cc(N2CCCCC2)ncn1. The reactants are C1CCNCC1, Clc1cc(Cl)ncn1, O. Starting materials: CC1=NC=CC(=C1)NC=1N=CC2=C(N1)CN(CC2)C(=O)OC(C)(C)C (tert-butyl 2-(2-methylpyridin-4-ylamino)-5,6-dihydropyrido[3,4-d]pyrimidine-7(8H)-carboxylate), C(=O)(C(F)(F)F)O (TFA). Product: CC1=NC=CC(=C1)NC=1N=CC2=C(N1)CNCC2 (N-(2-methylpyridin-4-yl)-5,6,7,8-tetrahydropyrido[3,4-d]pyrimidin-2-amine). Reaction SMILES: [CH3:1][C:2]1[CH:7]=[C:6]([NH:8][C:9]2[N:10]=[CH:11][C:12]3[CH2:18][CH2:17][N:16](C(OC(C)(C)C)=O)[CH2:15][C:13]=3[N:14]=2)[CH:5]=[CH:4][N:3]=1.C(O)(C(F)(F)F)=O>>[CH3:1][C:2]1[CH:7]=[C:6]([NH:8][C:9]2[N:10]=[CH:11][C:12]3[CH2:18][CH2:17][NH:16][CH2:15][C:13]=3[N:14]=2)[CH:5]=[CH:4][N:3]=1. Procedure: A solution of 188 (136 mg, 0.398 mmol) and TFA (2 mL) was stirred for 15 min. The reaction was concentrated to afford N-(2-methylpyridin-4-yl)-5,6,7,8-tetrahydropyrido[3,4-d]pyrimidin-2-amine (190) which was used without additional purification. The reactants are [BH4-], CN, CO, Cn1ccc2ccc(C=O)cc21, [Na+], O. Yields the product CNCc1ccc2ccn(C)c2c1. Reaction SMILES: [BH4-:15].[CH3:13][NH2:14].[CH3:18][OH:19].[CH3:1][n:2]1[cH:3][cH:4][c:5]2[cH:6][cH:7][c:8]([CH:11]=[O:12])[cH:9][c:10]12.[Na+:16].[OH2:17]>>[CH3:1][n:2]1[cH:3][cH:4][c:5]2[cH:6][cH:7][c:8]([CH2:11][NH:14][CH3:13])[cH:9][c:10]12. The reactants are CNC (dimethylamine), 28.2, ClCCCC(=O)Cl (4-chlorobutyryl chloride). The solvent is O1CCCC1 (tetrahydrofuran), O1CCCC1 (tetrahydrofuran). Product: ClCCCC(=O)N(C)C (4-Chloro-N,N-dimethylbutanamide). Yield: 99.0%. As a reaction SMILES: [CH3:1][NH:2][CH3:3].[Cl:4][CH2:5][CH2:6][CH2:7][C:8](Cl)=[O:9]>O1CCCC1>[Cl:4][CH2:5][CH2:6][CH2:7][C:8]([N:2]([CH3:3])[CH3:1])=[O:9]. Procedure: A solution of 50.0 g (1.11 mole) of dimethylamine in 100 ml of tetrahydrofuran was added dropwise to a solution of 28.2 (0.20 mole) of 4-chlorobutyryl chloride in 50 ml of tetrahydrofuran. The reaction mixture was stirred mechanically while the temperature was maintained between 5° C. and 15° C. throughout the addition. After the final addition, the solution was filtered to remove solid precipitates, and the filtrate concentrated under reduced pressure to yield 29.6 g (99%) of a yellow liquid. A... The reactants are CC(=O)Oc1ccc(CC(=O)Cl)cc1, ClC(Cl)Cl, ClCCl, CC(Cl)Cl, C1COCCO1, O=S(=O)=O. The product is CC(=O)Oc1ccc(C(C(=O)Cl)S(=O)(=O)O)cc1. Reaction SMILES: [C:1]([CH3:2])(=[O:3])[O:4][c:5]1[cH:6][cH:7][c:8]([CH2:11][C:12](=[O:13])[Cl:14])[cH:9][cH:10]1.[Cl:25][CH:26]([Cl:27])[Cl:28].[Cl:29][CH2:30][Cl:31].[Cl:32][CH:33]([Cl:34])[CH3:35].[O:15]1[CH2:16][CH2:17][O:18][CH2:19][CH2:20]1.[S:21](=[O:22])(=[O:23])=[O:24]>>[C:1]([CH3:2])(=[O:3])[O:4][c:5]1[cH:6][cH:7][c:8]([CH:11]([C:12](=[O:13])[Cl:14])[S:21](=[O:22])(=[O:23])[OH:24])[cH:9][cH:10]1. Reactants: NC(=O)C1(CCN(CC1)C(=O)OC(C)(C)C)NC(=O)OCC1=CC=CC=C1 (tert-butyl 4-(aminocarbonyl)-4-{[(benzyloxy)carbonyl]amino}piperidine-1-carboxylate), C(C)O (ethanol). Reagents/catalysts: [Pd] (Palladium). Run at time 18 hour. Yields the product C(C1=CC=CC=C1)OC(=O)NC1(CCN(CC1)C(=O)OC(C)(C)C)C(=O)O (4-{[(Benzyloxy)carbonyl]amino}-1-(tert-butoxycarbonyl)piperidine-4-carboxylic acid). As a reaction SMILES: N[C:2]([C:4]1([NH:17][C:18]([O:20][CH2:21][C:22]2[CH:27]=[CH:26][CH:25]=[CH:24][CH:23]=2)=[O:19])[CH2:9][CH2:8][N:7]([C:10]([O:12][C:13]([CH3:16])([CH3:15])[CH3:14])=[O:11])[CH2:6][CH2:5]1)=[O:3].C([OH:30])C>[Pd]>[CH2:21]([O:20][C:18]([NH:17][C:4]1([C:2]([OH:30])=[O:3])[CH2:9][CH2:8][N:7]([C:10]([O:12][C:13]([CH3:15])([CH3:16])[CH3:14])=[O:11])[CH2:6][CH2:5]1)=[O:19])[C:22]1[CH:27]=[CH:26][CH:25]=[CH:24][CH:23]=1. Reported procedure: Palladium (10% on carbon; 210 mg) was added to a solution of tert-butyl 4-(aminocarbonyl)-4-{[(benzyloxy)carbonyl]amino}piperidine-1-carboxylate (0.43 g, 1.14 mmol) in ethanol (20 mL). The reaction vessel was evacuated and back-filled with nitrogen (3×), then back-filled with hydrogen (1 atm). After 18 h, the mixture was filtered and concentrated to give the title compound (290 mg).